describe an organic reaction: reactants, conditions, products, and yield From a dataset of the Open Reaction Database (ORD), a public repository of structured organic reaction records. Starting materials: C(C)(=O)O (acetic acid), C(C)(C)NC(C)C (diisopropylamine), C(CCC)[Li] (n-butyllithium), C(C)(C)(C)OC(=O)NCC(=O)OCC1=CC=CC=C1 (N-(t-butoxycarbonyl) glycine, benzyl ester), C1(CCC1)=O (cyclobutanone). Solvent: O1CCCC1 (tetrahydrofuran), O1CCCC1 (tetrahydrofuran), O (water), O1CCCC1 (tetrahydrofuran), CCCCCC (hexane), O1CCCC1 (tetrahydrofuran). Run at temperature -40 celsius, time 20 minute. The product is C(C)(C)(C)OC(=O)NC(C(=O)OCC1=CC=CC=C1)C1(CCC1)O (N-(t-Butoxycarbonyl)-α-(1-hydroxycyclobutyl)-glycine, benzyl ester). Isolated yield 77.5%. Reaction SMILES: C(NC(C)C)(C)C.C([Li])CCC.[C:13]([O:17][C:18]([NH:20][CH2:21][C:22]([O:24][CH2:25][C:26]1[CH:31]=[CH:30][CH:29]=[CH:28][CH:27]=1)=[O:23])=[O:19])([CH3:16])([CH3:15])[CH3:14].[C:32]1(=[O:36])[CH2:35][CH2:34][CH2:33]1.C(O)(=O)C>O1CCCC1.CCCCCC.O>[C:13]([O:17][C:18]([NH:20][CH:21]([C:32]1([OH:36])[CH2:35][CH2:34][CH2:33]1)[C:22]([O:24][CH2:25][C:26]1[CH:27]=[CH:28][CH:29]=[CH:30][CH:31]=1)=[O:23])=[O:19])([CH3:16])([CH3:14])[CH3:15]. Procedure: A solution of diisopropylamine (9.7 ml, 70 mmoles) in 150 ml of dry tetrahydrofuran at -40° C. under argon was treated with 39 ml (64.5 mmoles) of 1.71N n-butyllithium in hexane and the pale yellow solution stirred at -40° C. for 20 minutes. The solution was cooled to -78° C., and a solution of 7.95 g (30 mmoles) of N-(t-butoxycarbonyl) glycine, benzyl ester in 30 ml of dry tetrahydrofuran was dripped in over 5 minutes, resulting in a dark yellow solution, and, after 20 minutes, a slight turbidi... Starting materials: BrC1=CC(=C(C=C1)N[C@H]1C[C@H]2COCCN2C1)[N+](=O)[O-] ((4-bromo-2-nitro-phenyl)-((7S,8aS)-hexahydro-pyrrolo[2,1-c][1,4]oxazin-7-yl)-amine), FC=1C=CC/2=C(OCC3=C(\C2=C/B2OC(C(O2)(C)C)(C)C)C=CC=C3F)C1 ((E)-3,7-difluoro-11-(4,4,5,5-tetramethyl[1,3,2]dioxaborolan-2-ylmethylene)-6,11-dihydro-dibenzo[b,e]oxepine), C1(=CC=CC=C1)P(C1=CC=CC=C1)C1=CC=CC=C1 (triphenylphosphine), C[O-].[Na+] (sodium methoxide). The reagents and catalysts are C(C)(=O)[O-].[Pd+2].C(C)(=O)[O-] (palladium (II) acetate). Run in O1CCCC1.CO (tetrahydrofuran methanol). Conditions: temperature 70 celsius. Product: FC=1C=CC\2=C(OCC3=C(/C2=C\C2=CC(=C(C=C2)N[C@H]2C[C@H]4COCCN4C2)[N+](=O)[O-])C=CC=C3F)C1 ([4-((E)-3,7-Difluoro-6H-dibenzo[b,e]oxepin-11-ylidenemethyl)-2-nitro-phenyl]-((7S,8aS)-hexahydro-pyrrolo[2,1-c][1,4]oxazin-7-yl)-amine). Isolated yield 89.9%. Reaction SMILES: Br[C:2]1[CH:7]=[CH:6][C:5]([NH:8][C@@H:9]2[CH2:17][N:16]3[C@H:11]([CH2:12][O:13][CH2:14][CH2:15]3)[CH2:10]2)=[C:4]([N+:18]([O-:20])=[O:19])[CH:3]=1.[F:21][C:22]1[CH:23]=[CH:24][C:25]2=[C:26]([CH:47]=1)[O:27][CH2:28][C:29]1[C:45]([F:46])=[CH:44][CH:43]=[CH:42][C:30]=1/[C:31]/2=[CH:32]\B1OC(C)(C)C(C)(C)O1.C1(P(C2C=CC=CC=2)C2C=CC=CC=2)C=CC=CC=1.C[O-].[Na+]>O1CCCC1.CO.C([O-])(=O)C.[Pd+2].C([O-])(=O)C>[F:21][C:22]1[CH:23]=[CH:24][C:25]2=[C:26]([CH:47]=1)[O:27][CH2:28][C:29]1[C:45]([F:46])=[CH:44][CH:43]=[CH:42][C:30]=1/[C:31]/2=[CH:32]\[C:2]1[CH:7]=[CH:6][C:5]([NH:8][C@@H:9]2[CH2:17][N:16]3[C@H:11]([CH2:12][O:13][CH2:14][CH2:15]3)[CH2:10]2)=[C:4]([N+:18]([O-:20])=[O:19])[CH:3]=1 |f:3.4,5.6,7.8.9|. Procedure details: Degas three times a mixture of (4-bromo-2-nitro-phenyl)-((7S,8aS)-hexahydro-pyrrolo[2,1-c][1,4]oxazin-7-yl)-amine (0.011 mol, 4.0 g), (E)-3,7-difluoro-11-(4,4,5,5-tetramethyl[1,3,2]dioxaborolan-2-ylmethylene)-6,11-dihydro-dibenzo[b,e]oxepine (0.012 mol, 4.76 g), triphenylphosphine (0.0031 mol, 0.8 g) and sodium methoxide (0.03 mol, 1.6 g) in tetrahydrofuran/methanol (3:1) (120 mL) with nitrogen. Add palladium (II) acetate (1.0 mmol, 240 mg) to the reaction mixture and degas again three times wit... The reactants are C1CCOC1, c1ccc(OC2CCC3(CC2)OCCO3)cc1. Yields the product O=C1CCC(Oc2ccccc2)CC1. Reaction SMILES: [CH2:18]1[O:19][CH2:20][CH2:21][CH2:22]1.[O:1]([c:2]1[cH:3][cH:4][cH:5][cH:6][cH:7]1)[CH:8]1[CH2:9][CH2:10][C:11]2([O:12][CH2:15][CH2:14][O:13]2)[CH2:16][CH2:17]1>>[O:1]([c:2]1[cH:3][cH:4][cH:5][cH:6][cH:7]1)[CH:8]1[CH2:9][CH2:10][C:11](=[O:12])[CH2:16][CH2:17]1. Starting materials: C(C)(=O)O (Acetic acid), O=C1NCCNC1 (2-oxopiperazine), C(C)(=O)O[BH-](OC(C)=O)OC(C)=O.[Na+] (sodium triacetoxyborohydride), ClC=1C=C2C(=C(NC2=C(C1)[N+](=O)[O-])C1=CC=CC=C1)C=O (5-Chloro-3-formyl-7-nitro-2-phenyl-1H-indole). The solvent is ClC(C)Cl (dichloroethane), O (water). Reaction conditions: time 4 hour. Product: ClC=1C=C2C(=C(NC2=C(C1)[N+](=O)[O-])C1=CC=CC=C1)CN1CC(NCC1)=O (5-Chloro-7-nitro-3-(2-oxo-piperazin-4-yl)methyl-2-phenyl-1H-indole). Isolated yield 86.1%. Reaction SMILES: [Cl:1][C:2]1[CH:3]=[C:4]2[C:8](=[C:9]([N+:11]([O-:13])=[O:12])[CH:10]=1)[NH:7][C:6]([C:14]1[CH:19]=[CH:18][CH:17]=[CH:16][CH:15]=1)=[C:5]2[CH:20]=O.C(O)(=O)C.[O:26]=[C:27]1[CH2:32][NH:31][CH2:30][CH2:29][NH:28]1.C(O[BH-](OC(=O)C)OC(=O)C)(=O)C.[Na+]>ClC(Cl)C.O>[Cl:1][C:2]1[CH:3]=[C:4]2[C:8](=[C:9]([N+:11]([O-:13])=[O:12])[CH:10]=1)[NH:7][C:6]([C:14]1[CH:19]=[CH:18][CH:17]=[CH:16][CH:15]=1)=[C:5]2[CH2:20][N:31]1[CH2:30][CH2:29][NH:28][C:27](=[O:26])[CH2:32]1 |f:3.4|. Procedure: 5-Chloro-3-formyl-7-nitro-2-phenyl-1H-indole (0.5 g, 1.66 mmol) prepared in Step A was dissolved in dichloroethane (20 mL). Acetic acid (0.10 g, 1.66 mmol), 2-oxopiperazine (0.3 g, 3.32 mmol) and sodium triacetoxyborohydride (0.71 g, 3.32 mmol) were added in drops thereto, and the mixture was stirred for 4 h at room temperature. After completion of the reaction, the reaction mixture was diluted with water, extracted with dichloromethane, washed with saturated aqueous sodium chloride solution, dr...